This data is from the Open Reaction Database (ORD), a public repository of structured organic reaction records. The task is: describe an organic reaction: reactants, conditions, products, and yield Starting materials: O1C(CCCC1)N1N=C(C=C1C1=CC=C(C=C1)C)C(=O)OC (Methyl 1-(tetrahydro-2H-pyran-2-yl)-5-p-tolyl-1H-pyrazole-3-carboxylate), [OH-].[Li+] (Lithium hydroxide). Run in CO.C1CCOC1.O (MeOH THF H2O), O (water). Conditions: time 16 hour. Product: O1C(CCCC1)N1N=C(C=C1C1=CC=C(C=C1)C)C(=O)O (1-(Tetrahydro-2H-pyran-2-yl)-5-p-tolyl-1H-pyrazole-3-carboxylic acid). Isolated yield 102.3%. Reaction SMILES: [O:1]1[CH2:6][CH2:5][CH2:4][CH2:3][CH:2]1[N:7]1[C:11]([C:12]2[CH:17]=[CH:16][C:15]([CH3:18])=[CH:14][CH:13]=2)=[CH:10][C:9]([C:19]([O:21]C)=[O:20])=[N:8]1.[OH-].[Li+]>CO.C1COCC1.O.O>[O:1]1[CH2:6][CH2:5][CH2:4][CH2:3][CH:2]1[N:7]1[C:11]([C:12]2[CH:17]=[CH:16][C:15]([CH3:18])=[CH:14][CH:13]=2)=[CH:10][C:9]([C:19]([OH:21])=[O:20])=[N:8]1 |f:1.2,3.4.5|. Procedure details: Methyl 1-(tetrahydro-2H-pyran-2-yl)-5-p-tolyl-1H-pyrazole-3-carboxylate (363 mg, 0.70 mmol) was dissolved in a mixture of MeOH/THF/H2O (1:2:1, 4 mL). Lithium hydroxide was added and the reaction mixture was stirred for 16 hrs. The reaction mixture was diluted with water and washed with DCM. The aqueous phase was evaporated. 1-(Tetrahydro-2H-pyran-2-yl)-5-p-tolyl-1H-pyrazole-3-carboxylic acid (205 mg, quantitative) was obtained as a white solid which was used without further purification in the n...